From a dataset of the Open Reaction Database (ORD), a public repository of structured organic reaction records. describe an organic reaction: reactants, conditions, products, and yield Reactants: [N-]=[N+]=[N-].[Na+] (sodium azide), ice water, ClC=1C=CC=2NN=C3C4=C(C(C1C23)=O)C=CC=C4 (5-chloro-2,6-dihydrodibenzo[cd,g]indazol-6-one), ClC1=CC=C(C=2C(C3=CC=CC=C3C(C12)=O)=O)Cl (1,4-dichloroanthraquinone). Solvent: S(O)(O)(=O)=O (sulfuric acid). Reaction conditions: time 2 day. The product is ClC1=C2C=3C(=NNC3C=C1)C1=C(C(N2)=O)C=CC=C1 (5-Chloro-6,7-dihydro-2H-benzo[5,6]azepino[4,3,2-cd]indazol-7-one). The yield is 59.9%. RXN SMILES: [Cl:1][C:2]1[CH:3]=[CH:4][C:5]2[NH:6][N:7]=[C:8]3[C:13]=2[C:12]=1[C:11](=[O:14])[C:10]1[CH:15]=[CH:16][CH:17]=[CH:18][C:9]3=1.ClC1C2C(=O)C3C(=CC=CC=3)C(=O)C=2C(Cl)=CC=1.[N-:37]=[N+]=[N-].[Na+]>S(=O)(=O)(O)O>[Cl:1][C:2]1[CH:3]=[CH:4][C:5]2[NH:6][N:7]=[C:8]3[C:9]4[CH:18]=[CH:17][CH:16]=[CH:15][C:10]=4[C:11](=[O:14])[NH:37][C:12]=1[C:13]=23 |f:2.3|. Procedure: To a solution of 1.02 g of 5-chloro-2,6-dihydrodibenzo[cd,g]indazol-6-one [synthesized from 1,4-dichloroanthraquinone [CAS No. 602-25-5] as a starting material according to the method described in Patent No. WO-0112609] in 5 ml concentrated sulfuric acid was added 0.78 g of sodium azide [CAS No. 26628-22-8], followed by stirring at room temperature for 2 days. The reaction mixture was poured onto 50 ml of ice-water, the precipitated powder was collected by filtration and dried in vacuo. The powd...